This data is from the Open Reaction Database (ORD), a public repository of structured organic reaction records. The task is: describe an organic reaction: reactants, conditions, products, and yield Starting materials: CC(C)CCCC(CCCC(C#CC#CC(CCCC(CCCC(C)C)C)(O)C)(O)C)C (2,6,10,15,19,23-hexamethyltetracosa-11,13-diyne-10,15-diol). Reagents/catalysts: [Ni] (Raney nickel). Run in C(C)O (ethyl alcohol). Product: CC(C)CCCC(CCCC(CCCCC(CCCC(CCCC(C)C)C)(O)C)(O)C)C (2,6,10,15,19,23-hexamethyltetracosane-10,15-diol). Reaction SMILES: [CH3:1][CH:2]([CH2:4][CH2:5][CH2:6][CH:7]([CH3:32])[CH2:8][CH2:9][CH2:10][C:11]([CH3:31])([OH:30])[C:12]#[C:13][C:14]#[C:15][C:16]([CH3:29])([OH:28])[CH2:17][CH2:18][CH2:19][CH:20]([CH3:27])[CH2:21][CH2:22][CH2:23][CH:24]([CH3:26])[CH3:25])[CH3:3]>[Ni].C(O)C>[CH3:3][CH:2]([CH2:4][CH2:5][CH2:6][CH:7]([CH3:32])[CH2:8][CH2:9][CH2:10][C:11]([CH3:31])([OH:30])[CH2:12][CH2:13][CH2:14][CH2:15][C:16]([CH3:29])([OH:28])[CH2:17][CH2:18][CH2:19][CH:20]([CH3:27])[CH2:21][CH2:22][CH2:23][CH:24]([CH3:25])[CH3:26])[CH3:1]. Procedure: In a 100 ml autoclave were placed 10 g of 2,6,10,15,19,23-hexamethyltetracosa-11,13-diyne-10,15-diol, 20 ml of ethyl alcohol and 1 g of W-5 type Raney nickel and the mixture was hydrogenated at 100° C under a hydrogen pressure of 50 ~ 60 kg/cm2 for 18 hours to give 2,6,10,15,19,23-hexamethyltetracosane-10,15-diol. The catalyst was filtered off and 1 g of Ni-catalyst supported on diatomaceous earth and 1 g of activated alumina were added to the filtrate, and it was hydrogenated at 200° C under a ... The reactants are C(C=1C(O)=CC=CC1)(=O)O (Salicylic acid), C([O-])([O-])=O.[K+].[K+] (potassium carbonate), CC(=O)C (acetone), S(=O)(=O)(OCC)OCC (Diethyl sulfate). Product: C(C)OC1=C(C(=O)OCC)C=CC=C1 (Ethyl 2-Ethoxy-benzoate). The yield is 80.0%. RXN SMILES: [C:1]([OH:10])(=[O:9])[C:2]1[C:3](=[CH:5][CH:6]=[CH:7][CH:8]=1)[OH:4].C(=O)([O-])[O-].[K+].[K+].S(OCC)(O[CH2:21][CH3:22])(=O)=O.[CH3:26][C:27](C)=O>>[CH2:21]([O:4][C:3]1[CH:5]=[CH:6][CH:7]=[CH:8][C:2]=1[C:1]([O:10][CH2:26][CH3:27])=[O:9])[CH3:22] |f:1.2.3|. Procedure: To a stirred solution of Salicylic acid (50 g, 143 mmol) in acetone (300 mL) was added anhydrous powdered potassium carbonate (80 g, 580 mmol). Diethyl sulfate (44.25 g, 290 mmol) was added in portions for about 10 min at room temperature. After the addition was complete, the solution was heated to reflux temperature on a water bath and maintained for 3 h. The solution was cooled to room temperature and then concentrated under reduced pressure. Distilled water (200 mL) was added to the reaction ... Starting materials: Cl.NC1=CC(=NN1C(=N)N)C=CC1=CC=CC=C1 (5-amino-3-(2-phenylethenyl)-1H-pyrazole-1-carboxamidine hydrochloride). The reagents and catalysts are [C].[Pd] (palladium-carbon). The solvent is CO (methanol), [H][H] (hydrogen). Yields the product Cl.NC1=CC(=NN1C(=N)N)CCC1=CC=CC=C1 (5-amino-3-(2-phenylethyl)-1H-pyrazole-1-carboxamidine hydrochloride). The yield is 62.9%. As a reaction SMILES: [ClH:1].[NH2:2][C:3]1[N:7]([C:8]([NH2:10])=[NH:9])[N:6]=[C:5]([CH:11]=[CH:12][C:13]2[CH:18]=[CH:17][CH:16]=[CH:15][CH:14]=2)[CH:4]=1>CO.[H][H].[C].[Pd]>[ClH:1].[NH2:2][C:3]1[N:7]([C:8]([NH2:10])=[NH:9])[N:6]=[C:5]([CH2:11][CH2:12][C:13]2[CH:18]=[CH:17][CH:16]=[CH:15][CH:14]=2)[CH:4]=1 |f:0.1,4.5,6.7|. Procedure details: 0.1 g of 10% palladium-carbon were added to a solution of 0.6 g of 5-amino-3-(2-phenylethenyl)-1H-pyrazole-1-carboxamidine hydrochloride in 40 ml of methanol and stirred for 30 minutes in hydrogen atmosphere of normal pressure at room temperature. The reaction solution was filtered to remove the insoluble solids therefrom, and the solvent was removed by distillation under reduced pressure. The resulting residue was recrystallized from ethanol-ether to obtain 0.38 g of 5-amino-3-(2-phenylethyl)-1... Reactants: C(C(C)C)(=O)C1=CC=CC=C1 (isobutyrophenone), C(C)(=O)O (acetic acid), C(NN)(=O)OC (methyl carbazate). The solvent is CO (methanol). Product: COC(NN=C(C1=CC=CC=C1)C(C)C)=O (methyl-[3-(isopropylbenzylidene)]-carbazate). Reaction SMILES: [C:1]([C:6]1[CH:11]=[CH:10][CH:9]=[CH:8][CH:7]=1)(=O)[CH:2]([CH3:4])[CH3:3].C(O)(=O)C.[C:16]([O:20][CH3:21])(=[O:19])[NH:17][NH2:18]>CO>[CH3:21][O:20][C:16](=[O:19])[NH:17][N:18]=[C:1]([CH:2]([CH3:4])[CH3:3])[C:6]1[CH:11]=[CH:10][CH:9]=[CH:8][CH:7]=1. Procedure: To a solution of 44.46 g (0.3 moles) of isobutyrophenone in 200 ml of methanol 3 ml of acetic acid and 27 g of methyl carbazate are added. The reaction mixture is boiled in a flask equipped with a reflux condenser, then clarified and evaporated in vacuo to half of its original volume. The residue is cooled and the separated tallow-like product is filtered off. Yield: 64.2 g (97.3%) M.p.: 78°-80° C. The product can be recrystallized from petrol. The reactants are CCOC(=O)C(=NOCc1ccc(OCc2nc(-c3ccccc3)oc2C)cc1)c1cccc(C(=O)c2ccccc2)c1, Cl, [Na+], C1CCOC1, [OH-]. The product is Cc1oc(-c2ccccc2)nc1COc1ccc(CON=C(C(=O)O)c2cccc(C(=O)c3ccccc3)c2)cc1. As a reaction SMILES: [C:3]([c:4]1[cH:5][cH:6][cH:7][cH:8][cH:9]1)(=[O:10])[c:11]1[cH:12][c:13]([C:17]([C:18](=[O:19])[O:20][CH2:21][CH3:22])=[N:23][O:24][CH2:25][c:26]2[cH:27][cH:28][c:29]([O:32][CH2:33][c:34]3[n:35][c:36](-[c:40]4[cH:41][cH:42][cH:43][cH:44][cH:45]4)[o:37][c:38]3[CH3:39])[cH:30][cH:31]2)[cH:14][cH:15][cH:16]1.[ClH:46].[Na+:2].[O:47]1[CH2:48][CH2:49][CH2:50][CH2:51]1.[OH-:1]>>[C:3]([c:4]1[cH:5][cH:6][cH:7][cH:8][cH:9]1)(=[O:10])[c:11]1[cH:12][c:13]([C:17]([C:18](=[O:19])[OH:20])=[N:23][O:24][CH2:25][c:26]2[cH:27][cH:28][c:29]([O:32][CH2:33][c:34]3[n:35][c:36](-[c:40]4[cH:41][cH:42][cH:43][cH:44][cH:45]4)[o:37][c:38]3[CH3:39])[cH:30][cH:31]2)[cH:14][cH:15][cH:16]1. The reactants are C(C)(C)(C)OC(=O)N1CCC2=C(CC1)C(=NC(=N2)CC2=CC=C(C=C2)F)C2=CC=C(C=C2)F (2-(4-fluoro-benzyl)-4-(4-fluoro-phenyl)-5,6,8,9-tetrahydro-pyrimido[4,5-d]azepine-7-carboxylic acid tert-butyl ester), C=O (paraformaldehyde). The solvent is O (water), [OH-].[Na+] (NaOH), C(=O)O (formic acid). Reaction conditions: temperature 80 celsius. Product: FC1=CC=C(CC=2N=C(C3=C(C(CN(CC3)C)=C)N2)C2=CC=C(C=C2)F)C=C1 (2-(4-Fluoro-benzyl)-4-(4-fluoro-phenyl)-7-methyl-9-methylene-6,7,8,9-tetrahydro-5H-pyrimido[4,5-d]azepine). Reaction SMILES: C(O[C:6]([N:8]1[CH2:14][CH2:13][C:12]2[C:15]([C:27]3[CH:32]=[CH:31][C:30]([F:33])=[CH:29][CH:28]=3)=[N:16][C:17]([CH2:19][C:20]3[CH:25]=[CH:24][C:23]([F:26])=[CH:22][CH:21]=3)=[N:18][C:11]=2[CH2:10][CH2:9]1)=O)(C)(C)C.[CH2:34]=O>C(O)=O.O.[OH-].[Na+]>[F:26][C:23]1[CH:22]=[CH:21][C:20]([CH2:19][C:17]2[N:16]=[C:15]([C:27]3[CH:28]=[CH:29][C:30]([F:33])=[CH:31][CH:32]=3)[C:12]3[CH2:13][CH2:14][N:8]([CH3:6])[CH2:9][C:10](=[CH2:34])[C:11]=3[N:18]=2)=[CH:25][CH:24]=1 |f:4.5|. Procedure: To a solution of 2-(4-fluoro-benzyl)-4-(4-fluoro-phenyl)-5,6,8,9-tetrahydro-pyrimido[4,5-d]azepine-7-carboxylic acid tert-butyl ester in formic acid was added paraformaldehyde (10 equiv.). The mixture was heated at 80° C. for 6 h. The mixture was diluted with water and basified to pH ˜10 with 1 M NaOH. The mixture was extracted with CH2Cl2, dried and concentrated. Chromatography on SiO2 (0-5% 2 M NH3 in MeOH/CH2Cl2) afforded the desired compound. 2-(4-Fluoro-benzyl)-4-(4-fluoro-phenyl)-7-methyl-... Reactants: BrC(C(=O)OC)CC1=CC=C(C=C1)OCCC1=NC=C(C=C1)CC#N (methyl 2-bromo-3-[4-[2-(5-cyanomethyl-2-pyridyl)ethoxy]phenyl]propionate), NC(=S)N (thiourea), C(C)(=O)[O-].[Na+] (sodium acetate). The solvent is C(C)O (ethanol). Run at time 15 minute. Product: C(#N)CC=1C=CC(=NC1)CCOC1=CC=C(CC2C(NC(S2)=N)=O)C=C1 (5-[4-[2-(5-cyanomethyl-2-pyridyl)ethoxy]benzyl]-2-imino-4-thiazolidinone). The yield is 43.3%. RXN SMILES: Br[CH:2]([CH2:7][C:8]1[CH:13]=[CH:12][C:11]([O:14][CH2:15][CH2:16][C:17]2[CH:22]=[CH:21][C:20]([CH2:23][C:24]#[N:25])=[CH:19][N:18]=2)=[CH:10][CH:9]=1)[C:3]([O:5]C)=O.[NH2:26][C:27]([NH2:29])=[S:28].C([O-])(=O)C.[Na+]>C(O)C>[C:24]([CH2:23][C:20]1[CH:21]=[CH:22][C:17]([CH2:16][CH2:15][O:14][C:11]2[CH:12]=[CH:13][C:8]([CH2:7][CH:2]3[S:28][C:27](=[NH:26])[NH:29][C:3]3=[O:5])=[CH:9][CH:10]=2)=[N:18][CH:19]=1)#[N:25] |f:2.3|. Procedure: A mixture of methyl 2-bromo-3-[4-[2-(5-cyanomethyl-2-pyridyl)ethoxy]phenyl]propionate (7.2 g), thiourea (1.2 g), sodium acetate (1.3 g) and ethanol (80 ml) was heated under reflux for 5 hours and concentrated under reduced pressure. To the residue was added saturated aqueous sodium bicarbonate solution (100 ml)-ether (50 ml) and the mixture was stirred for 15 minutes. The precipitated crystals were filtered off to obtain 5-[4-[2-(5-cyanomethyl-2-pyridyl)ethoxy]benzyl]-2-imino-4-thiazolidinone (2... Starting materials: O=C([O-])[O-], ClCCl, Cc1noc(C)c1CCl, [K+], [K+], CN(C)C=O, Nc1nn[nH]n1. Product: Cc1noc(C)c1Cn1nnc(N)n1. RXN SMILES: [C:16](=[O:17])([O-:18])[O-:19].[Cl:27][CH2:28][Cl:29].[Cl:7][CH2:8][c:9]1[c:10]([CH3:15])[n:11][o:12][c:13]1[CH3:14].[K+:20].[K+:21].[O:22]=[CH:23][N:24]([CH3:25])[CH3:26].[n:1]1[nH:2][n:3][n:4][c:5]1[NH2:6]>>[n:1]1[n:2]([CH2:8][c:9]2[c:10]([CH3:15])[n:11][o:12][c:13]2[CH3:14])[n:3][n:4][c:5]1[NH2:6]. Reactants: BrC1=C(C=C(C(=C1)Cl)OC)Cl (1-bromo-2,5-dichloro-4-methoxybenzene), BrC1=C(C=C(C(=C1)Cl)OC)Cl (1-bromo-2,5-dichloro-4-methoxybenzene), C([O-])([O-])=O.[Cs+].[Cs+] (cesium carbonate), C1(CCCCC1)P(C1=C(C=CC=C1)C1=C(C=C(C=C1C(C)C)C(C)C)C(C)C)C1CCCCC1 (dicyclohexyl(2′,4′,6′-triisopropylbiphenyl-2-yl)phosphine), C(CC(=O)OCC)(=O)OCC (diethyl malonate). RXN SMILES: Br[C:2]1[CH:7]=[C:6]([Cl:8])[C:5]([O:9][CH3:10])=[CH:4][C:3]=1[Cl:11].C(=O)([O-])[O-].[Cs+].[Cs+].C1(P(C2CCCCC2)C2C=CC=CC=2C2C(C(C)C)=CC(C(C)C)=CC=2C(C)C)CCCCC1.[C:52]([O:60][CH2:61][CH3:62])(=[O:59])[CH2:53][C:54]([O:56][CH2:57][CH3:58])=[O:55]>C1(C)C=CC=CC=1.C(O[Pd]OC(=O)C)(=O)C>[Cl:11][C:3]1[CH:4]=[C:5]([O:9][CH3:10])[C:6]([Cl:8])=[CH:7][C:2]=1[CH:53]([C:54]([O:56][CH2:57][CH3:58])=[O:55])[C:52]([O:60][CH2:61][CH3:62])=[O:59] |f:1.2.3|. The solvent is C1(=CC=CC=C1)C (toluene). Run at temperature 100 celsius, time 18 hour. Product: ClC1=C(C=C(C(=C1)OC)Cl)C(C(=O)OCC)C(=O)OCC (diethyl 2-(2,5-dichloro-4-methoxyphenyl)malonate). Procedure details: A solution of 1-bromo-2,5-dichloro-4-methoxybenzene (Intermediate 4-6; 3.82 g, 14.93 mmol), cesium carbonate (14.59 g, 44.78 mmol) and dicyclohexyl(2′,4′,6′-triisopropylbiphenyl-2-yl)phosphine (0.427 g, 0.90 mmol) in toluene (220 mL) was thoughroughly degassed. The mixture was treated with diacetoxypalladium (0.101 g, 0.45 mmol) and diethyl malonate (2.505 mL, 16.42 mmol) and the resulting solution stirred under a nitrogen atmosphere at 100° C. for 18 hours. The reaction mixture was allowed to c... Isolated yield 37.6%. The reagents and catalysts are C(C)(=O)O[Pd]OC(C)=O (diacetoxypalladium). Reactants: CC(=O)O, Cc1cnc(Cl)nc1N, Nc1ccc(CN2CCOCC2)cc1. Product: Cc1cnc(Nc2ccc(CN3CCOCC3)cc2)nc1N. Reaction SMILES: [CH3:24][C:25](=[O:26])[OH:27].[Cl:1][c:2]1[n:3][cH:4][c:5]([CH3:9])[c:6]([NH2:8])[n:7]1.[O:10]1[CH2:11][CH2:12][N:13]([CH2:16][c:17]2[cH:18][cH:19][c:20]([NH2:23])[cH:21][cH:22]2)[CH2:14][CH2:15]1>>[c:2]1([NH:23][c:20]2[cH:19][cH:18][c:17]([CH2:16][N:13]3[CH2:12][CH2:11][O:10][CH2:15][CH2:14]3)[cH:22][cH:21]2)[n:3][cH:4][c:5]([CH3:9])[c:6]([NH2:8])[n:7]1.